describe an organic reaction: reactants, conditions, products, and yield From a dataset of the Open Reaction Database (ORD), a public repository of structured organic reaction records. Starting materials: N#Cc1cccc(C2CCC(O)CC2)c1, ClCCl. Yields the product N#Cc1cccc(C2CCC(=O)CC2)c1. Reaction SMILES: [C:1](#[N:2])[c:3]1[cH:4][c:5]([CH:9]2[CH2:10][CH2:11][CH:12]([OH:15])[CH2:13][CH2:14]2)[cH:6][cH:7][cH:8]1.[CH2:16]([Cl:17])[Cl:18]>>[C:1](#[N:2])[c:3]1[cH:4][c:5]([CH:9]2[CH2:10][CH2:11][C:12](=[O:15])[CH2:13][CH2:14]2)[cH:6][cH:7][cH:8]1. Starting materials: [N+](=O)([O-])C=1C=C(C=CC1)C1=CC2=C([C@]3(C=CC(N[C@@H]3CC2)=O)C)C=C1 ((+)-(4aR)-(10bR)-8-(3-nitrophenyl)-10b-methyl-3,4,4a,5,6,10b-hexahydrobenzo[f]quinolin-3-one), C(C)(C)(C)O (t-butanol), CC(C)([O-])C.[K+] (potassium t-butoxide), CI (Methyl iodide). Solvent: C(C)(=O)OCC (ethyl acetate). Run at time 4 hour. Product: CN1C(C=C[C@@]2(C3=C(CC[C@@H]12)C=C(C=C3)C3=CC(=CC=C3)[N+](=O)[O-])C)=O ((+)-(4aR)-(10bR)-4-methyl-8-(3-nitrophenyl)-10b-methyl-3,4,4a,5,6,10b-hexahydrobenzo[f]quinolin-3-one). The yield is 75.0%. As a reaction SMILES: [N+:1]([C:4]1[CH:5]=[C:6]([C:10]2[CH:25]=[CH:24][C:13]3[C@:14]4([CH3:23])[C@@H:19]([CH2:20][CH2:21][C:12]=3[CH:11]=2)[NH:18][C:17](=[O:22])[CH:16]=[CH:15]4)[CH:7]=[CH:8][CH:9]=1)([O-:3])=[O:2].[C:26](O)(C)(C)C.CC(C)([O-])C.[K+].CI>C(OCC)(=O)C>[CH3:26][N:18]1[C@H:19]2[C@@:14]([CH3:23])([C:13]3[CH:24]=[CH:25][C:10]([C:6]4[CH:7]=[CH:8][CH:9]=[C:4]([N+:1]([O-:3])=[O:2])[CH:5]=4)=[CH:11][C:12]=3[CH2:21][CH2:20]2)[CH:15]=[CH:16][C:17]1=[O:22] |f:2.3|. Procedure: A 15 mL round bottom flask was charged with (+)-(4aR)-(10bR)-8-(3-nitrophenyl)-10b-methyl-3,4,4a,5,6,10b-hexahydrobenzo[f]quinolin-3-one (12 mg, 0.034 mmol), 0.10 mL of t-butanol, and potassium t-butoxide (12 mg, 0.10 mmol). Methyl iodide (0.006 mL, 0.10 mmol) was added and the mixture was stirred at room temperature for 4 h. The mixture was diluted with ethyl acetate, and purified by silica gel chromatography (ethyl acetate eluent) to give 9 mg (75%) of the title compound as a white solid, upon... Starting materials: OC1=CC=C(C=O)C=C1 (4-hydroxy benzaldehyde), OC1=CC=C(C=O)C=C1 (4-hydroxy benzaldehyde), S1C(NC(C1)=O)=O (2,4-thiazolidinedione), S1C(NC(C1)=O)=O (2,4-thiazolidinedione), N1CCCCC1 (piperidine), CO (methanol). Run in O (water), C(C)(=O)O (acetic acid). Yields the product C1=CC(=CC=C1/C=C/2\C(=O)NC(=O)S2)O (4-(Thiazolidin-2,4-dione-5-ylidinemethyl)-phenol). Reaction SMILES: [OH:1][C:2]1[CH:9]=[CH:8][C:5]([CH:6]=O)=[CH:4][CH:3]=1.[S:10]1[CH2:14][C:13](=[O:15])[NH:12][C:11]1=[O:16].N1CCCCC1.CO>C(O)(=O)C.O>[CH:4]1[C:5](/[CH:6]=[C:14]2\[C:13]([NH:12][C:11]([S:10]\2)=[O:16])=[O:15])=[CH:8][CH:9]=[C:2]([OH:1])[CH:3]=1. Procedure details: A mixture of 4-hydroxy benzaldehyde, 36 (3 g, 24.6 mmol), 2,4-thiazolidinedione, 37 (2.9 g, 24.8 mmol), piperidine (2.5 mL) and methanol (100 mL) was refluxed for 18 h. The reaction mixture was poured into water and acidified with acetic acid to give 38, which was recrystallised from methanol. Yield 4.7 g (86%); mp 296-298° C.; MS (FAB) 222 (M++1); IR (KBr) 3404, 3123, 1723, 1678; 1H NMR (200 MHz, DMSO-d6) δ 7.70 (s, 1H), 7.46 (d, J=8.6 Hz, 2H), 6.93 (d, J=8.6 Hz, 2H).